From a dataset of the Open Reaction Database (ORD), a public repository of structured organic reaction records. describe an organic reaction: reactants, conditions, products, and yield The reactants are ClC1=C2N=CN(C2=NC=N1)[C@@H]1O[C@@H]([C@H]([C@H]1O)O)COC(F)(F)F ((2R,3R,4S,5R)-2-(6-Chloro-purin-9-yl)-5-trifluoromethoxymethyl-tetrahydro-furan-3,4-diol), N1=CC=C(C=C1)CCN (2-pyridin-4-yl-ethylamine), C(C)(C)N(CC)C(C)C (diisopropylethylamine). Solvent: C(C)(C)O (isopropanol). Product: N1=CC=C(C=C1)CCNC=1C=2N=CN([C@H]3[C@H](O)[C@H](O)[C@@H](COC(F)(F)F)O3)C2N=CN1 (N-(2-Pyridin-4-yl-ethyl)-5′-O-trifluoromethyladenosine). The yield is 30.7%. RXN SMILES: Cl[C:2]1[N:10]=[CH:9][N:8]=[C:7]2[C:3]=1[N:4]=[CH:5][N:6]2[C@H:11]1[C@H:15]([OH:16])[C@H:14]([OH:17])[C@@H:13]([CH2:18][O:19][C:20]([F:23])([F:22])[F:21])[O:12]1.[N:24]1[CH:29]=[CH:28][C:27]([CH2:30][CH2:31][NH2:32])=[CH:26][CH:25]=1.C(N(C(C)C)CC)(C)C>C(O)(C)C>[N:24]1[CH:29]=[CH:28][C:27]([CH2:30][CH2:31][NH:32][C:2]2[C:3]3[N:4]=[CH:5][N:6]([C:7]=3[N:8]=[CH:9][N:10]=2)[C@@H:11]2[O:12][C@H:13]([CH2:18][O:19][C:20]([F:23])([F:22])[F:21])[C@@H:14]([OH:17])[C@H:15]2[OH:16])=[CH:26][CH:25]=1. Procedure details: (2R,3R,4S,5R)-2-(6-Chloro-purin-9-yl)-5-trifluoromethoxymethyl-tetrahydro-furan-3,4-diol (42 mg), 2-pyridin-4-yl-ethylamine (58 mg), and diisopropylethylamine (0.124 ml) were heated at 80° C. in isopropanol (5 ml) in a reactivial for 17 h. The solution was evaporated under a stream of nitrogen and purified by autoprep HPLC to afford the title compound as a colourless solid (16 mg). Starting materials: C1CCOC1, COCCO, Cc1ccc(Cl)cc1CNC(=O)c1cc(NC(=O)C(F)(F)F)no1, CC(C)OC(=O)N=NC(=O)OC(C)C, c1ccc(P(c2ccccc2)c2ccccc2)cc1. The product is COCCN(C(=O)C(F)(F)F)c1cc(C(=O)NCc2cc(Cl)ccc2C)on1. Reaction SMILES: [CH2:63]1[O:64][CH2:65][CH2:66][CH2:67]1.[CH3:1][O:2][CH2:3][CH2:4][OH:5].[Cl:39][c:40]1[cH:41][cH:42][c:43]([CH3:62])[c:44]([CH2:45][NH:46][C:47](=[O:48])[c:49]2[cH:50][c:51]([NH:54][C:55]([C:56]([F:57])([F:58])[F:59])=[O:60])[n:52][o:53]2)[cH:61]1.[O:25]=[C:26]([O:27][CH:28]([CH3:29])[CH3:30])[N:31]=[N:32][C:33]([O:34][CH:35]([CH3:36])[CH3:37])=[O:38].[c:6]1([P:7]([c:8]2[cH:9][cH:10][cH:11][cH:12][cH:13]2)[c:14]2[cH:15][cH:16][cH:17][cH:18][cH:19]2)[cH:20][cH:21][cH:22][cH:23][cH:24]1>>[CH3:1][O:2][CH2:3][CH2:4][N:54]([c:51]1[cH:50][c:49]([C:47]([NH:46][CH2:45][c:44]2[c:43]([CH3:62])[cH:42][cH:41][c:40]([Cl:39])[cH:61]2)=[O:48])[o:53][n:52]1)[C:55]([C:56]([F:57])([F:58])[F:59])=[O:60]. The reactants are FC1=C2C(=C(C(C(C2=CC=C1)(C)C)=O)C(=O)NCC(=O)OC(C)(C)C)O (1,1-Dimethylethyl N-((5-fluoro-4-hydroxy-1,1-dimethyl-2-oxo-naphthalen-3-yl)carbonyl)glycinate). Run in C(=O)(C(F)(F)F)O (TFA). Yields the product FC1=C2C(=C(C(C(C2=CC=C1)(C)C)=O)C(=O)NCC(=O)O)O (N-((5-Fluoro-4-hydroxy-1,1-dimethyl-2-oxo-naphthalen-3-yl)carbonyl)glycine). Reaction SMILES: [F:1][C:2]1[CH:11]=[CH:10][CH:9]=[C:8]2[C:3]=1[C:4]([OH:26])=[C:5]([C:15]([NH:17][CH2:18][C:19]([O:21]C(C)(C)C)=[O:20])=[O:16])[C:6](=[O:14])[C:7]2([CH3:13])[CH3:12]>C(O)(C(F)(F)F)=O>[F:1][C:2]1[CH:11]=[CH:10][CH:9]=[C:8]2[C:3]=1[C:4]([OH:26])=[C:5]([C:15]([NH:17][CH2:18][C:19]([OH:21])=[O:20])=[O:16])[C:6](=[O:14])[C:7]2([CH3:13])[CH3:12]. Procedure: 1,1-Dimethylethyl N-((5-fluoro-4-hydroxy-1,1-dimethyl-2-oxo-naphthalen-3-yl)carbonyl)glycinate (116 mg, 319 μmol) was stirred in TFA (5 mL) for 15 minutes. The solvent was then removed in vacuo, and the residue was partitioned between DCM and water. The DCM layer was removed, and the solvent was removed in vacuo to give the product as a light yellow solid. MS m/e=308 (M+H)+. Calculated for C15H14FNO5 307.09.